From a dataset of the Open Reaction Database (ORD), a public repository of structured organic reaction records. describe an organic reaction: reactants, conditions, products, and yield Starting materials: C1(CC1)C(=O)C=1C(NC(N(C1C)C1=CC(=CC=C1)C(F)(F)F)=O)C1=CC=C(C#N)C=C1 (4-{5-(Cyclopropylcarbonyl)-6-methyl-2-oxo-1-[3-(trifluoromethyl)phenyl]-1,2,3,4-tetrahydropyrimidin-4-yl}benzonitrile), C([O-])([O-])=O.[K+].[K+] (potassium carbonate), ClCC1=CC=C(O1)C(=O)OC (methyl 5-(chloromethyl)-2-furoate), ClCC1=CC=C(O1)C(=O)OC (methyl 5-(chloromethyl)-2-furoate), C([O-])([O-])=O.[K+].[K+] (potassium carbonate). Solvent: CO (methanol), CN(C=O)C (dimethylformamide). Reaction conditions: time 16 hour. Yields the product C(#N)C1=CC=C(C=C1)C1C(=C(N(C(N1CC1=CC=C(O1)C(=O)OC)=O)C1=CC(=CC=C1)C(F)(F)F)C)C(=O)C1CC1 (Methyl 5-{[6-(4-cyanophenyl)-5-(cyclopropylcarbonyl)-4-methyl-2-oxo-3-[3-(trifluoromethyl)phenyl]-3,6-dihydropyrimidin-1(2H)-yl]methyl}-2-furoate). RXN SMILES: [CH:1]1([C:4]([C:6]2[CH:7]([C:24]3[CH:31]=[CH:30][C:27]([C:28]#[N:29])=[CH:26][CH:25]=3)[NH:8][C:9](=[O:23])[N:10]([C:13]3[CH:18]=[CH:17][CH:16]=[C:15]([C:19]([F:22])([F:21])[F:20])[CH:14]=3)[C:11]=2[CH3:12])=[O:5])[CH2:3][CH2:2]1.C(=O)([O-])[O-].[K+].[K+].Cl[CH2:39][C:40]1[O:44][C:43]([C:45]([O:47][CH3:48])=[O:46])=[CH:42][CH:41]=1>CN(C)C=O.CO>[C:28]([C:27]1[CH:26]=[CH:25][C:24]([CH:7]2[N:8]([CH2:39][C:40]3[O:44][C:43]([C:45]([O:47][CH3:48])=[O:46])=[CH:42][CH:41]=3)[C:9](=[O:23])[N:10]([C:13]3[CH:18]=[CH:17][CH:16]=[C:15]([C:19]([F:22])([F:20])[F:21])[CH:14]=3)[C:11]([CH3:12])=[C:6]2[C:4]([CH:1]2[CH2:3][CH2:2]2)=[O:5])=[CH:31][CH:30]=1)#[N:29] |f:1.2.3|. Reported procedure: To a stirred suspension of 4-{5-(cyclopropylcarbonyl)-6-methyl-2-oxo-1-[3-(trifluoromethyl)phenyl]-1,2,3,4-tetrahydropyrimidin-4-yl}benzonitrile (Example 22) (150 mg, 0.35 mmol) and potassium carbonate (98 mg, 0.71 mmol) in dimethylformamide (3 ml) is added methyl 5-(chloromethyl)-2-furoate (92 mg, 0.53 mmol). The suspension is stirred at room temperature overnight (16 h), then additional methyl 5-(chloromethyl)-2-furoate (6.1 mg, 0.35 mmol) and potassium carbonate (49 mg, 0.35 mmol) are added, ... The reactants are C(C)(C)(C)OC(=O)N1C=CC2=C1N=CN=C2N2CCN(C1(CC1)C2)S(NCCOC2OCCCC2)(=O)=O (4-{4-[2-(Tetrahydro-pyran-2-yloxy)-ethylsulfamoyl]-4,7-diaza-spiro[2.5]oct-7-yl}-pyrrolo[2,3-d]pyrimidine-7-carboxylic acid tert-butyl ester), C(C)(C)(C)OC(=O)N1C=CC2=C1N=CN=C2N2CCN(C1(CC1)C2)S(NCCOC2OCCCC2)(=O)=O (4-{4-[2-(Tetrahydro-pyran-2-yloxy)-ethylsulfamoyl]-4,7-diaza-spiro[2.5]oct-7-yl}-pyrrolo[2,3-d]pyrimidine-7-carboxylic acid tert-butyl ester), C(=O)(C(F)(F)F)O (TFA). Product: OCCNS(=O)(=O)N1C2(CC2)CN(CC1)C=1C2=C(N=CN1)NC=C2 (7-(7H-Pyrrolo[2,3-d]pyrimidin-4-yl)-4,7-diaza-spiro[2.5]octane-4-sulfonic acid (2-hydroxy-ethyl)-amide). As a reaction SMILES: C(OC([N:8]1[C:12]2[N:13]=[CH:14][N:15]=[C:16]([N:17]3[CH2:24][C:21]4([CH2:23][CH2:22]4)[N:20]([S:25](=[O:37])(=[O:36])[NH:26][CH2:27][CH2:28][O:29]C4CCCCO4)[CH2:19][CH2:18]3)[C:11]=2[CH:10]=[CH:9]1)=O)(C)(C)C.C(O)(C(F)(F)F)=O>>[OH:29][CH2:28][CH2:27][NH:26][S:25]([N:20]1[CH2:19][CH2:18][N:17]([C:16]2[C:11]3[CH:10]=[CH:9][NH:8][C:12]=3[N:13]=[CH:14][N:15]=2)[CH2:24][C:21]21[CH2:23][CH2:22]2)(=[O:37])=[O:36]. Reported procedure: 4-{4-[2-(Tetrahydro-pyran-2-yloxy)-ethylsulfamoyl]-4,7-diaza-spiro[2.5]oct-7-yl}-pyrrolo[2,3-d]pyrimidine-7-carboxylic acid tert-butyl ester (intermediate 16) was treated with TFA (1 mL) at rt for 1 h. The crude reaction mixture was concentrated in vacuo and redissolved in DMSO (0.5 mL). The pure compound was obtained by standard preparative HPLC purification of the reaction mixture. The reactants are CCCCC[C@@H](/C=C/[C@@H]1[C@H]([C@H](CC1=O)O)C/C=C\CCCC(=O)O)O (PGD2), [H][H] (hydrogen), CCCCC[C@@H](/C=C/[C@@H]1[C@H]([C@H](CC1=O)O)C/C=C\CCCC(=O)O)O (PGD2), [H][H] (hydrogen). Reagents/catalysts: [Pd] (palladium-on-charcoal). Run in C(C)(=O)OCC (ethyl acetate). The product is CCCCC[C@@H](/C=C/[C@@H]1[C@H]([C@H](CC1=O)O)CCCCCCC(=O)O)O (PGD1). RXN SMILES: [CH3:1][CH2:2][CH2:3][CH2:4][CH2:5][C@H:6]([OH:25])/[CH:7]=[CH:8]/[C@H:9]1[C:13](=[O:14])[CH2:12][C@H:11]([OH:15])[C@@H:10]1[CH2:16]/[CH:17]=[CH:18]\[CH2:19][CH2:20][CH2:21][C:22]([OH:24])=[O:23].[H][H]>C(OCC)(=O)C.[Pd]>[CH3:1][CH2:2][CH2:3][CH2:4][CH2:5][C@H:6]([OH:25])/[CH:7]=[CH:8]/[C@H:9]1[C:13](=[O:14])[CH2:12][C@H:11]([OH:15])[C@@H:10]1[CH2:16][CH2:17][CH2:18][CH2:19][CH2:20][CH2:21][C:22]([OH:24])=[O:23]. Procedure: A solution of PGD2 (Example 16) in ethyl acetate is shaken with hydrogen at about one atmospheric pressure at ambient temperature in the presence of a 5 percent palladium-on-charcoal catalyst. Hydrogenation is stopped when one equivalent of hydrogen per equivalent of PGD2 is absorbed. Catalyst is removed by filtration and the filtrate is then concentrated under reduced pressure and the residue chromatographed on silica gel, eluting with ethyl acetate and Skellysolve B. Fractions shown to contain... Reactants: FC(CN1C(C(C2=CC=CC=C12)=O)=O)(F)F (1-(2,2,2-trifluoro-ethyl)-1H-indole-2,3-dione), Cl(=O)(=O)(=O)O (perchloric acid). Reagents/catalysts: [Pd] (palladium on carbon). Solvent: C(C)(=O)O (acetic acid). Reaction conditions: time 22 hour. The product is FC(CN1C(CC2=CC=CC=C12)=O)(F)F (1-(2,2,2-Trifluoro-ethyl)-1,3-dihydro-indol-2-one). Reaction SMILES: [F:1][C:2]([F:16])([F:15])[CH2:3][N:4]1[C:12]2[C:7](=[CH:8][CH:9]=[CH:10][CH:11]=2)[C:6](=O)[C:5]1=[O:14].Cl(O)(=O)(=O)=O>[Pd].C(O)(=O)C>[F:16][C:2]([F:1])([F:15])[CH2:3][N:4]1[C:12]2[C:7](=[CH:8][CH:9]=[CH:10][CH:11]=2)[CH2:6][C:5]1=[O:14]. Procedure: A mixture of 1-(2,2,2-trifluoro-ethyl)-1H-indole-2,3-dione (9.2 g, 40 mmol) and 10% palladium on carbon (2.4 g) in acetic acid (100 mL) and 70% perchloric acid (6.4 mL, 80 mmol) was hydrogenated in a Parr apparatus for 22 hours. The mixture was filtered through diatomaceous earth, diluted with water (1.5 L) and the precipitate was collected and dried. mp 155-162° C. Yield 7.5 g (87%). Starting materials: C(Cl)Cl.CCOC(=O)C (CH2Cl2 EtOAc), COC(COC1=CC(=CC=C1)C1=NC(=C(C(=N1)OC)OC1=C(C=CC=C1)OC)NS(=O)(=O)C1=NC=C(C=C1)C)=O ({3-[4-methoxy-5-(2-methoxy-phenoxy)-6-(5-methyl-pyridine-2-sulfonylamino)-pyrimidin-2-yl]-phenoxy}-acetic acid methyl ester), COC(COC1=CC(=CC=C1)C1=NC(=C(C(=N1)OC)OC1=C(C=CC=C1)OC)NS(=O)(=O)C1=NC=C(C=C1)C)=O ({3-[4-methoxy-5-(2-methoxy-phenoxy)-6-(5-methyl-pyridine-2-sulfonylamino)-pyrimidin-2-yl]-phenoxy}-acetic acid methyl ester), [OH-].[Na+] (NaOH). The solvent is CO (MeOH). RXN SMILES: C[O:2][C:3](=[O:40])[CH2:4][O:5][C:6]1[CH:11]=[CH:10][CH:9]=[C:8]([C:12]2[N:17]=[C:16]([O:18][CH3:19])[C:15]([O:20][C:21]3[CH:26]=[CH:25][CH:24]=[CH:23][C:22]=3[O:27][CH3:28])=[C:14]([NH:29][S:30]([C:33]3[CH:38]=[CH:37][C:36]([CH3:39])=[CH:35][N:34]=3)(=[O:32])=[O:31])[N:13]=2)[CH:7]=1.[OH-].[Na+].C(Cl)Cl.CCOC(C)=O>CO>[CH3:19][O:18][C:16]1[C:15]([O:20][C:21]2[CH:26]=[CH:25][CH:24]=[CH:23][C:22]=2[O:27][CH3:28])=[C:14]([NH:29][S:30]([C:33]2[CH:38]=[CH:37][C:36]([CH3:39])=[CH:35][N:34]=2)(=[O:32])=[O:31])[N:13]=[C:12]([C:8]2[CH:7]=[C:6]([CH:11]=[CH:10][CH:9]=2)[O:5][CH2:4][C:3]([OH:40])=[O:2])[N:17]=1 |f:1.2,3.4|. Reaction conditions: time 1 hour. Reported procedure: 85 mg of {3-[4-methoxy-5-(2-methoxy-phenoxy)-6-(5-methyl-pyridine-2-sulfonylamino)-pyrimidin-2-yl]-phenoxy}-acetic acid methyl ester, product of example 2, dissolved in MeOH (30 ml) were treated at RT with 1N NaOH (0.9 ml) and the solution was stirred for 1 h until the transformation was complete according to TLC analysis (CH2Cl2/EtOAc: 3:1). The reaction mixture was partitioned between 1N HCl and CH2Cl2, the organic layer was dried over Na2SO4 and the solvent removed in vacuo. The residue upon ... Yields the product COC1=NC(=NC(=C1OC1=C(C=CC=C1)OC)NS(=O)(=O)C1=NC=C(C=C1)C)C=1C=C(OCC(=O)O)C=CC1 ({3-[4-methoxy-5-(2-methoxy-phenoxy)-6-(5-methyl-pyridine-2-sulfonylamino)-pyrimidin-2-yl]-phenoxy}-acetic acid).